Dataset: the Open Reaction Database (ORD), a public repository of structured organic reaction records. Task: describe an organic reaction: reactants, conditions, products, and yield Reactants: FCC1=NC2=C(N1CC1=C(C(=CC=C1)C(F)(F)F)C)C=C(C=C2B(O)O)N2CCOCC2 ((2-(fluoromethyl)-1-(2-methyl-3-(trifluoromethyl)benzyl)-6-morpholino-1H-benzo[d]imidazol-4-yl)boronic acid), O (Water), C(C)#N (Acetonitrile). Reaction conditions: temperature 70 celsius, time 2 day. The product is OCC1=NC2=C(N1CC1=C(C(=CC=C1)C(F)(F)F)C)C=C(C=C2B(O)O)N2CCOCC2 ((2-(hydroxymethyl)-1-(2-methyl-3-(trifluoromethyl)benzyl)-6-morpholino-1H-benzo[d]imidazol-4-yl)boronic acid). The yield is 46.0%. As a reaction SMILES: F[CH2:2][C:3]1[N:7]([CH2:8][C:9]2[CH:14]=[CH:13][CH:12]=[C:11]([C:15]([F:18])([F:17])[F:16])[C:10]=2[CH3:19])[C:6]2[CH:20]=[C:21]([N:27]3[CH2:32][CH2:31][O:30][CH2:29][CH2:28]3)[CH:22]=[C:23]([B:24]([OH:26])[OH:25])[C:5]=2[N:4]=1.C(#N)C.[OH2:36]>>[OH:36][CH2:2][C:3]1[N:7]([CH2:8][C:9]2[CH:14]=[CH:13][CH:12]=[C:11]([C:15]([F:16])([F:18])[F:17])[C:10]=2[CH3:19])[C:6]2[CH:20]=[C:21]([N:27]3[CH2:32][CH2:31][O:30][CH2:29][CH2:28]3)[CH:22]=[C:23]([B:24]([OH:26])[OH:25])[C:5]=2[N:4]=1. Reported procedure: (2-(fluoromethyl)-1-(2-methyl-3-(trifluoromethyl)benzyl)-6-morpholino-1H-benzo[d]imidazol-4-yl)boronic acid (40 mg, 0.089 mmol) was dissolved in Water+0.1% TFA (2.5 mL) and Acetonitrile+0.1% TFA (2.5 mL) in a 20 mL scintillation vial. The mixture was stirred at 70° C. for 2 days, solution was evaporated and taken up in 50% water/acetonitrile and was purified by reversed phase HPLC eluted with a gradient of acetonitrile (0.1% TFA) and water (0.1% TFA v/v) (20-55%) over 12 minutes. The appropriate... Procedure: 11.5 gm (0.5 mole ) of sodium were dissolved in 150 ml of ethanol. 44 gm (0.25 mole) of 2-methyl-2-ethyl-hexanoyl chloride were slowly added under agitation to the solution of sodium ethylate at O° to 5° C. The mixture was subsequently agitated for 3 hours at room temperature, filtered, absorbed in ether, washed neutral with water, dried, reduced, and fractionated in vacuo. The ethyl 2-methyl-2-ethyl-hexanoate was obtained in the form of a colorless oil having a fruity/fresh odor with a fragranc... The reactants are CC(C(=O)Cl)(CCCC)CC (2-methyl-2-ethyl-hexanoyl chloride), CC[O-].[Na+] (sodium ethylate), [Na] (sodium). RXN SMILES: [Na].[CH3:2][C:3]([CH2:11][CH3:12])([CH2:7][CH2:8][CH2:9][CH3:10])[C:4](Cl)=[O:5].[CH3:13][CH2:14][O-:15].[Na+]>C(O)C>[CH3:2][C:3]([CH2:11][CH3:12])([CH2:7][CH2:8][CH2:9][CH3:10])[C:4]([O:15][CH2:14][CH3:13])=[O:5] |f:2.3,^1:0|. The solvent is C(C)O (ethanol). Run at time 3 hour. The product is CC(C(=O)OCC)(CCCC)CC (ethyl 2-methyl-2-ethyl-hexanoate). Reaction SMILES: [CH3:1][C:2]1[C:7]([CH3:8])=[CH:6][C:5]([NH:9][C:10]([N:12]2[CH2:17][CH2:16][N:15]([C:18]3[CH:23]=[C:22]([O:24][CH3:25])[CH:21]=[C:20]([O:26][CH3:27])[CH:19]=3)[CH2:14][CH2:13]2)=[O:11])=[C:4]([O:28][CH3:29])[CH:3]=1.[H-].[Na+].I[CH2:33][CH3:34]>CN(C)C=O>[CH2:33]([N:9]([C:5]1[CH:6]=[C:7]([CH3:8])[C:2]([CH3:1])=[CH:3][C:4]=1[O:28][CH3:29])[C:10]([N:12]1[CH2:17][CH2:16][N:15]([C:18]2[CH:23]=[C:22]([O:24][CH3:25])[CH:21]=[C:20]([O:26][CH3:27])[CH:19]=2)[CH2:14][CH2:13]1)=[O:11])[CH3:34] |f:1.2|. The reactants are [H-].[Na+] (sodium hydride), CC1=CC(=C(C=C1C)NC(=O)N1CCN(CC1)C1=CC(=CC(=C1)OC)OC)OC (1-[(4,5-Dimethyl-2-methoxyphenyl)aminocarbonyl]-4-(3,5-dimethoxyphenyl)piperazine), ICC (iodoethane). Reported procedure: 1-[(4,5-Dimethyl-2-methoxyphenyl)aminocarbonyl]-4-(3,5-dimethoxyphenyl)piperazine(0.2 g, 0.5 mmole) was dissolved in dimethylformamide(15 ml), and thereto sodium hydride(12 mg, 0.5 mmole) was added slowly. The resulting mixture was stirred at room temperature for 15 min. After iodoethane(78 mg, 0.5 mmol) was added, the resulting mixture was stirred at room temperature for 16 hours. The resulting mixture was concentrated under the reduced pressure to remove the used solvent, extracted with methyl... Conditions: time 15 minute. Isolated yield 89.0%. Product: C(C)N(C(=O)N1CCN(CC1)C1=CC(=CC(=C1)OC)OC)C1=C(C=C(C(=C1)C)C)OC (1-[N-Ethyl-N-(4,5-dimethyl-2-methoxyphenyl)aminocarbonyl]-4-(3,5-dimethoxyphenyl)piperazine). The solvent is CN(C=O)C (dimethylformamide). The reactants are BrC1=CC(=NC=C1)CN (C-(4-bromopyridin-2-yl)methylamine), C(=O)O (formic acid). The product is BrC1=CC(=NC=C1)CNC=O (N-(4-Bromopyridin-2-ylmethyl)formamide). RXN SMILES: [Br:1][C:2]1[CH:7]=[CH:6][N:5]=[C:4]([CH2:8][NH2:9])[CH:3]=1.[CH:10](O)=[O:11]>>[Br:1][C:2]1[CH:7]=[CH:6][N:5]=[C:4]([CH2:8][NH:9][CH:10]=[O:11])[CH:3]=1. Reported procedure: 20.00 g of C-(4-bromopyridin-2-yl)methylamine are taken up in 60 ml of formic acid and the solution is heated to reflux over 3 hours. The reaction solution is cooled to room temperature and concentrated by evaporation, and the residue is taken up in saturated aqueous sodium hydrogencarbonate solution (300 ml) and the aqueous solution is extracted with dichloromethane (3×300 ml). The combined organic phases are washed with water (300 ml), dried over sodium sulphate and concentrated by evaporation... Product: C12COCC(CC1)N2C2=NC(=NC(=C2)CN(C)C)C2=CC=C(C=C2)NC(=O)NC2=CC=C(C=C2)CN(C)C (1-(4-(4-(3-oxa-8-azabicyclo[3.2.1]octan-8-yl)-6-((dimethylamino)methyl)pyrimidin-2-yl)phenyl)-3-(4-((dimethylamino)methyl)phenyl)urea). Procedure details: A procedure analogous to that used for the preparation of 1-(4-(4-(3-oxa-8-azabicyclo[3.2.1]octan-8-yl)-6-((dimethylamino)methyl)pyrimidin-2-yl)phenyl)-3-cyclopropylurea was used, using 1-(4-((dimethylamino)methyl)phenyl)-3-(4-(4,4,5,5-tetramethyl-1,3,2-dioxaborolan-2-yl)phenyl)urea as the boronic ester component. Yield=0.070 g, 39%. MS; 516.5, M+H. The reactants are C12COCC(CC1)N2C2=NC(=NC(=C2)CN(C)C)C2=CC=C(C=C2)NC(=O)NC2CC2 (1-(4-(4-(3-oxa-8-azabicyclo[3.2.1]octan-8-yl)-6-((dimethylamino)methyl)pyrimidin-2-yl)phenyl)-3-cyclopropylurea), CN(C)CC1=CC=C(C=C1)NC(=O)NC1=CC=C(C=C1)B1OC(C(O1)(C)C)(C)C (1-(4-((dimethylamino)methyl)phenyl)-3-(4-(4,4,5,5-tetramethyl-1,3,2-dioxaborolan-2-yl)phenyl)urea), boronic ester. Reaction SMILES: [CH:1]12[N:8]([C:9]3[CH:14]=[C:13]([CH2:15][N:16]([CH3:18])[CH3:17])[N:12]=[C:11]([C:19]4[CH:24]=[CH:23][C:22]([NH:25][C:26]([NH:28][CH:29]5[CH2:31][CH2:30]5)=[O:27])=[CH:21][CH:20]=4)[N:10]=3)[CH:5]([CH2:6][CH2:7]1)[CH2:4][O:3][CH2:2]2.[CH3:32][N:33]([CH2:35][C:36]1C=CC(NC(NC2C=CC(B3OC(C)(C)C(C)(C)O3)=CC=2)=O)=[CH:38][CH:37]=1)[CH3:34]>>[CH:5]12[N:8]([C:9]3[CH:14]=[C:13]([CH2:15][N:16]([CH3:17])[CH3:18])[N:12]=[C:11]([C:19]4[CH:24]=[CH:23][C:22]([NH:25][C:26]([NH:28][C:29]5[CH:38]=[CH:37][C:36]([CH2:35][N:33]([CH3:34])[CH3:32])=[CH:30][CH:31]=5)=[O:27])=[CH:21][CH:20]=4)[N:10]=3)[CH:1]([CH2:7][CH2:6]1)[CH2:2][O:3][CH2:4]2. Starting materials: OCCNC(=O)C1=CC(=NC2=CC=CC=C12)O (4-(2-hydroxy-1-ethylcarbamoyl)-2-hydroxyquinoline), C(C)(C)(C)OC(=O)NCCCCCCBr (N-(tert-butoxycarbonyl)-6-bromo-hexylamine), C([O-])([O-])=O.[Cs+].[Cs+] (cesium carbonate), CN(C=O)C (N,N-dimethylformamide). The solvent is O (water). Reaction conditions: temperature 60 celsius, time 6 hour. Yields the product C(C)(C)(C)OC(=O)NCCCCCCN1C(C=C(C2=CC=CC=C12)C(NCCO)=O)=O (1-[6-(N-tert-Butoxycarbonylamino)-1-hexyl]-4-[2-hydroxy-1-ethylcarbamoyl]-1,2-dihydroquinoline-2-one). RXN SMILES: [OH:1][CH2:2][CH2:3][NH:4][C:5]([C:7]1[C:16]2[C:11](=[CH:12][CH:13]=[CH:14][CH:15]=2)[N:10]=[C:9]([OH:17])[CH:8]=1)=[O:6].[C:18]([O:22][C:23]([NH:25][CH2:26][CH2:27][CH2:28][CH2:29][CH2:30][CH2:31]Br)=[O:24])([CH3:21])([CH3:20])[CH3:19].C(=O)([O-])[O-].[Cs+].[Cs+].CN(C)C=O>O>[C:18]([O:22][C:23]([NH:25][CH2:26][CH2:27][CH2:28][CH2:29][CH2:30][CH2:31][N:10]1[C:11]2[C:16](=[CH:15][CH:14]=[CH:13][CH:12]=2)[C:7]([C:5](=[O:6])[NH:4][CH2:3][CH2:2][OH:1])=[CH:8][C:9]1=[O:17])=[O:24])([CH3:21])([CH3:20])[CH3:19] |f:2.3.4|. Reported procedure: A mixture of 4-(2-hydroxy-1-ethylcarbamoyl)-2-hydroxyquinoline (1.2 g), N-(tert-butoxycarbonyl)-6-bromo-hexylamine (2.2 g), cesium carbonate (4 g) and N,N-dimethylformamide (50 ml) was stirred for 6 hours at 60° C. followed by stirring overnight at room temperature. Ice and water were added and the mixture was extracted three times with ethyl acetate. The organic phases were washed with saturated sodium chloride, dried and evaporated to leave a yellow oil which after purification by chromatograp... The reactants are CC(C)(C)OC(=O)NCCc1ccc(Br)cc1, O=C([O-])[O-], Cc1ccccc1C, [Cs+], [Cs+], O, c1cnc2c(c1)ccc1cccnc12, c1c[nH]cn1. The product is CC(C)(C)OC(=O)NCCc1ccc(-n2ccnc2)cc1. Reaction SMILES: [Br:1][c:2]1[cH:3][cH:4][c:5]([CH2:8][CH2:9][NH:10][C:11]([O:12][C:13]([CH3:14])([CH3:15])[CH3:16])=[O:17])[cH:6][cH:7]1.[C:37](=[O:38])([O-:39])[O-:40].[CH3:44][c:45]1[c:46]([CH3:47])[cH:48][cH:49][cH:50][cH:51]1.[Cs+:41].[Cs+:42].[OH2:43].[cH:23]1[cH:24][c:25]2[cH:26][cH:27][c:28]3[c:29]([c:30]2[n:31][cH:32]1)[n:33][cH:34][cH:35][cH:36]3.[nH:18]1[cH:19][n:20][cH:21][cH:22]1>>[c:2]1(-[n:18]2[cH:19][n:20][cH:21][cH:22]2)[cH:3][cH:4][c:5]([CH2:8][CH2:9][NH:10][C:11]([O:12][C:13]([CH3:14])([CH3:15])[CH3:16])=[O:17])[cH:6][cH:7]1. Reactants: CC(=O)O, CCOC(C)=O, COC(=O)c1cnc(C(=O)CCCCCCc2ccccc2)o1. The product is O=C(O)c1cnc(C(=O)CCCCCCc2ccccc2)o1. RXN SMILES: [C:24]([OH:25])(=[O:26])[CH3:27].[CH3:28][CH2:29][O:30][C:31]([CH3:32])=[O:33].[c:1]1([CH2:7][CH2:8][CH2:9][CH2:10][CH2:11][CH2:12][C:13](=[O:14])[c:15]2[o:16][c:17]([C:20](=[O:21])[O:22][CH3:23])[cH:18][n:19]2)[cH:2][cH:3][cH:4][cH:5][cH:6]1>>[c:1]1([CH2:7][CH2:8][CH2:9][CH2:10][CH2:11][CH2:12][C:13](=[O:14])[c:15]2[o:16][c:17]([C:20](=[O:21])[OH:22])[cH:18][n:19]2)[cH:2][cH:3][cH:4][cH:5][cH:6]1. Starting materials: CCO, O=C[O-], [NH4+], [OH-], [OH-], [Pd+2], COC(=O)Cc1cccc(CC(C)NC(C)c2ccccc2)c1. Yields the product COC(=O)Cc1cccc(CC(C)N)c1. Reaction SMILES: [CH3:28][CH2:29][OH:30].[CH:24]([O-:25])=[O:26].[NH4+:27].[OH-:31].[OH-:33].[Pd+2:32].[c:1]1([CH:2]([CH3:3])[NH:9][CH:10]([CH2:11][c:12]2[cH:13][c:14]([CH2:18][C:19](=[O:20])[O:21][CH3:22])[cH:15][cH:16][cH:17]2)[CH3:23])[cH:4][cH:5][cH:6][cH:7][cH:8]1>>[NH2:9][CH:10]([CH2:11][c:12]1[cH:13][c:14]([CH2:18][C:19](=[O:20])[O:21][CH3:22])[cH:15][cH:16][cH:17]1)[CH3:23].